This data is from the Open Reaction Database (ORD), a public repository of structured organic reaction records. The task is: describe an organic reaction: reactants, conditions, products, and yield Procedure: Into a 50-mL round-bottom flask, was placed methyl 2-(3-fluorophenyl)-3-(isopropyl(methyl)amino)quinoxaline-6-carboxylate (75 mg, 0.21 mmol, 1.00 equiv), methanol (15 mL), sodium hydroxide (42 mg, 1.05 mmol, 4.94 equiv), water (2 mL). The resulting solution was stirred for 2 hs at 50° C. in an oil bath. The resulting mixture was concentrated under vacuum. The resulting solution was diluted with 20 mL of H2O. The pH value of the aqueous solution was adjusted to 4-5 with aqueous hydrogen chloride ... Reaction SMILES: [F:1][C:2]1[CH:3]=[C:4]([C:8]2[C:17]([N:18]([CH:20]([CH3:22])[CH3:21])[CH3:19])=[N:16][C:15]3[C:10](=[CH:11][CH:12]=[C:13]([C:23]([O:25]C)=[O:24])[CH:14]=3)[N:9]=2)[CH:5]=[CH:6][CH:7]=1.CO.[OH-].[Na+]>O>[F:1][C:2]1[CH:3]=[C:4]([C:8]2[C:17]([N:18]([CH:20]([CH3:22])[CH3:21])[CH3:19])=[N:16][C:15]3[C:10](=[CH:11][CH:12]=[C:13]([C:23]([OH:25])=[O:24])[CH:14]=3)[N:9]=2)[CH:5]=[CH:6][CH:7]=1 |f:2.3|. Reactants: FC=1C=C(C=CC1)C1=NC2=CC=C(C=C2N=C1N(C)C(C)C)C(=O)OC (methyl 2-(3-fluorophenyl)-3-(isopropyl(methyl)amino)quinoxaline-6-carboxylate), CO (methanol), [OH-].[Na+] (sodium hydroxide). Run in O (water). Reaction conditions: temperature 50 celsius, time 8 minute. Yields the product FC=1C=C(C=CC1)C1=NC2=CC=C(C=C2N=C1N(C)C(C)C)C(=O)O (2-(3-Fluorophenyl)-3-(isopropyl(methyl)amino)quinoxaline-6-carboxylic acid).